describe an organic reaction: reactants, conditions, products, and yield From a dataset of the Open Reaction Database (ORD), a public repository of structured organic reaction records. The reactants are C(C1=CC=CC=C1)(=O)Cl (benzoyl chloride), COC=1C=C(C=C(C1)OC)C=C1OC2=C(C1=O)C=CC(=C2)O (2-[(3,5-dimethoxyphenyl)methylene]-6-hydroxy-3(2H)-benzofuranone), C(C)(=O)OCC (ethyl acetate). The solvent is N1=CC=CC=C1 (pyridine). The product is COC=1C=C(C=C(C1)OC)C=C1OC2=C(C1=O)C=CC(=C2)OC(C2=CC=CC=C2)=O (2-[(3,5-dimethoxyphenyl)methylene]-6-benzoyloxy-3(2H)-benzofuranone). Reaction SMILES: [CH3:1][O:2][C:3]1[CH:4]=[C:5]([CH:11]=[C:12]2[C:16](=[O:17])[C:15]3[CH:18]=[CH:19][C:20]([OH:22])=[CH:21][C:14]=3[O:13]2)[CH:6]=[C:7]([O:9][CH3:10])[CH:8]=1.[C:23](Cl)(=[O:30])[C:24]1[CH:29]=[CH:28][CH:27]=[CH:26][CH:25]=1.C(OCC)(=O)C>N1C=CC=CC=1>[CH3:10][O:9][C:7]1[CH:6]=[C:5]([CH:11]=[C:12]2[C:16](=[O:17])[C:15]3[CH:18]=[CH:19][C:20]([O:22][C:23](=[O:30])[C:24]4[CH:29]=[CH:28][CH:27]=[CH:26][CH:25]=4)=[CH:21][C:14]=3[O:13]2)[CH:4]=[C:3]([O:2][CH3:1])[CH:8]=1. Procedure details: After 2-[(3,5-dimethoxyphenyl)methylene]-6-hydroxy-3(2H)-benzofuranone 0.5 g was dissolved in pyridine 5 ml, benzoyl chloride 0.282 ml was added, and the mixture was refluxed for two hours. The reaction mixture was cooled to room temperature, ethyl acetate 50 ml was added and, the ethyl acetate phase was washed with 2N-hydrochloric acid 50 ml twice and with saturated sodium bicarbonate solution 50 ml. After the ethyl acetate solution was dehydrated with anhydrous magnesium sulfate and concentrat... The reactants are N1(N=CN=C1)C1=CC=C(C=C1)O (4-(1,2,4-triazol-1-yl)-phenol), C(Br)C1CO1 (epibromohydrin), [H-].[Na+] (sodium hydride), paraffin, [Cl-].[Na+] (sodium chloride). Reported procedure: The intermediate 2,3-epoxypropoxy-4-(1,2,4-triazol-1-yl)-benzene is prepared in the following manner: 2.9 g (0.067 mole) of sodium hydride, as a 55% strength suspension in liquid paraffin, are introduced into 70 ml of anhydrous tetrahydrofuran, and a solution of 10.8 g (0.067 mole) of 4-(1,2,4-triazol-1-yl)-phenol in 50 ml of tetrahydrofuran is added dropwise. 9.2 g (0.067 mole) of epibromohydrin are then added dropwise. The reaction mixture is stirred for from 5 to 10 hours at room temperature ... Reaction conditions: time 7.5 hour. The yield is 77.0%. As a reaction SMILES: [H-].[Na+].[N:3]1([C:8]2[CH:13]=[CH:12][C:11]([OH:14])=[CH:10][CH:9]=2)[CH:7]=[N:6][CH:5]=[N:4]1.[CH2:15]([CH:17]1[O:19][CH2:18]1)Br.[Cl-].[Na+]>O1CCCC1>[O:19]1[CH2:18][CH:17]1[CH2:15][O:14][C:11]1[CH:10]=[CH:9][C:8]([N:3]2[CH:7]=[N:6][CH:5]=[N:4]2)=[CH:13][CH:12]=1 |f:0.1,4.5|. Run in O1CCCC1 (tetrahydrofuran), O1CCCC1 (tetrahydrofuran). Yields the product O1C(COC2=CC=C(C=C2)N2N=CN=C2)C1 (2,3-epoxypropoxy-4-(1,2,4-triazol-1-yl)-benzene), product. Reactants: C(C)(C)(C)[Si](OC=1C=C(C(=C(C=O)C1)F)O[Si](C1=CC=CC=C1)(C1=CC=CC=C1)C(C)(C)C)(C)C (5-(tert-butyl-dimethyl-silanyloxy)-3-(tert-butyl-diphenyl-silanyloxy)-2-fluoro-benzaldehyde), B(F)(F)F.CCOCC (boron trifluoride diethyl etherate), NC1=CC=C(C#N)C=C1 (4-aminobenzonitrile), C1(=CC=C(C=C1)S(=O)(=O)C[N+]#[C-])C (toluene-4-sulfonylmethyl isocyanide). The solvent is CCO (EtOH), O (H2O), CCOC(=O)C (EtOAc). Run at time 1 hour. Product: C(C)OC(C(NC1=CC=C(C=C1)C#N)C1=C(C(=CC(=C1)O)O[Si](C1=CC=CC=C1)(C1=CC=CC=C1)C(C)(C)C)F)=O ((RS)-[3-(tert-butyl-diphenyl-silanyloxy)-2-fluoro-5-hydroxy-phenyl]-(4-cyano-phenylamino)-acetic acid ethyl ester). As a reaction SMILES: C([Si](C)(C)[O:6][C:7]1[CH:8]=[C:9]([O:16][Si:17]([C:30]([CH3:33])([CH3:32])[CH3:31])([C:24]2[CH:29]=[CH:28][CH:27]=[CH:26][CH:25]=2)[C:18]2[CH:23]=[CH:22][CH:21]=[CH:20][CH:19]=2)[C:10]([F:15])=[C:11]([CH:14]=1)C=O)(C)(C)C.[NH2:36][C:37]1[CH:44]=[CH:43][C:40]([C:41]#[N:42])=[CH:39][CH:38]=1.C1(C)C=CC(S(C[N+]#[C-])(=O)=[O:52])=CC=1.B(F)(F)F.[CH3:62][CH2:63][O:64][CH2:65][CH3:66]>CCO.CCOC(C)=O.O>[CH2:63]([O:64][C:65](=[O:52])[CH:66]([C:11]1[CH:14]=[C:7]([OH:6])[CH:8]=[C:9]([O:16][Si:17]([C:30]([CH3:32])([CH3:33])[CH3:31])([C:18]2[CH:19]=[CH:20][CH:21]=[CH:22][CH:23]=2)[C:24]2[CH:25]=[CH:26][CH:27]=[CH:28][CH:29]=2)[C:10]=1[F:15])[NH:36][C:37]1[CH:44]=[CH:43][C:40]([C:41]#[N:42])=[CH:39][CH:38]=1)[CH3:62] |f:3.4|. Procedure details: A solution of 35.0 g 5-(tert-butyl-dimethyl-silanyloxy)-3-(tert-butyl-diphenyl-silanyloxy)-2-fluoro-benzaldehyde described in example 3.2 and 8.13 g 4-aminobenzonitrile in 250 ml EtOH was stirred for 1 hr at r.t. Then 13.43 g toluene-4-sulfonylmethyl isocyanide were added. The solution was cooled to 0° C. Subsequently, 25.9 ml of boron trifluoride diethyl etherate were added in a manner such that the temperature did not exceed 5° C. The mixture was stirred for 15 min at 0° C. and for 2 hrs at r.... Starting materials: BrC1=NC(=NC=2NC(C(=NC12)C(F)(F)F)=O)SCC1=C(C(=CC=C1)F)F (4-Bromo-2-[[(2,3-difluorophenyl)methyl]thio]-6(trifluoromethyl)-7(8H)-pteridinone). Solvent: N[C@H](C)CO (D-alaninol). Yields the product FC1=C(C=CC=C1F)CSC1=NC=2NC(C(=NC2C(=N1)N[C@@H](CO)C)C(F)(F)F)=O (2-[[(2,3-Difluorophenyl)methyl]thio]-4-[[(1R)-2-hydroxy-1-methylethyl]amino]-6-(trifluoromethyl)-7(8H)-pteridinone). RXN SMILES: Br[C:2]1[C:11]2[N:10]=[C:9]([C:12]([F:15])([F:14])[F:13])[C:8](=[O:16])[NH:7][C:6]=2[N:5]=[C:4]([S:17][CH2:18][C:19]2[CH:24]=[CH:23][CH:22]=[C:21]([F:25])[C:20]=2[F:26])[N:3]=1>N[C@@H](CO)C>[F:26][C:20]1[C:21]([F:25])=[CH:22][CH:23]=[CH:24][C:19]=1[CH2:18][S:17][C:4]1[N:3]=[C:2]([NH:10][C@H:9]([CH3:12])[CH2:8][OH:16])[C:11]2[N:10]=[C:9]([C:12]([F:14])([F:15])[F:13])[C:8](=[O:16])[NH:7][C:6]=2[N:5]=1. Reported procedure: The titled compound was prepared from the product of example 37, step (b) (150 mg) and D-alaninol (100 μl) using the method of Example 2, step (f). Starting materials: C, COC(=O)c1cc(OCc2ccccc2)cc(-c2nnnn2COCC[Si](C)(C)C)c1, CCO, [H][H], [Pd]. The product is COC(=O)c1cc(O)cc(-c2nnnn2COCC[Si](C)(C)C)c1. As a reaction SMILES: [C:34].[CH2:1]([c:2]1[cH:3][cH:4][cH:5][cH:6][cH:7]1)[O:8][c:9]1[cH:10][c:11]([C:12](=[O:13])[O:14][CH3:15])[cH:16][c:17](-[c:19]2[n:20][n:21][n:22][n:23]2[CH2:24][O:25][CH2:26][CH2:27][Si:28]([CH3:29])([CH3:30])[CH3:31])[cH:18]1.[CH3:36][CH2:37][OH:38].[H:32][H:33].[Pd:35]>>[OH:8][c:9]1[cH:10][c:11]([C:12](=[O:13])[O:14][CH3:15])[cH:16][c:17](-[c:19]2[n:20][n:21][n:22][n:23]2[CH2:24][O:25][CH2:26][CH2:27][Si:28]([CH3:29])([CH3:30])[CH3:31])[cH:18]1. The reactants are C(C=C)[C@@]1(C[C@H](N2C1=NC=C(C2=O)N(C(OCC2=CC=CC=C2)=O)CC2=CC(=CC=C2)C(F)(F)F)C(=O)NC2=CC=CC=C2)C (Benzyl (6S,8R)-8-allyl-6-(anilinocarbonyl)-8-methyl-4-oxo-4,6,7,8-tetrahydropyrrolo[1,2-a]pyrimidin-3-yl[3-(trifluoromethyl)benzyl]carbamate), NaIO4, CC#N.C(Cl)(Cl)(Cl)Cl.O (CH3CN CCl4 H2O), O (H2O), RuCl3.H2O, CC#N.C(Cl)(Cl)(Cl)Cl.O (CH3CN CCl4 H2O). Conditions: time 16 hour. The product is N(C1=CC=CC=C1)C(=O)[C@@H]1C[C@@](C=2N1C(C(=CN2)N(CC2=CC(=CC=C2)C(F)(F)F)C(=O)OCC2=CC=CC=C2)=O)(C)CC(=O)O (((6S,8S)-6-(Anilinocarbonyl)-3-{[(benzyloxy)carbonyl][3-(trifluoromethyl)benzyl]amino}-8-methyl-4-oxo-4,6,7,8-tetrahydropyrrolo[1,2-a]pyrimidin-8-yl)acetic acid). RXN SMILES: [CH2:1]([C@@:4]1([CH3:45])[C:8]2=[N:9][CH:10]=[C:11]([N:14]([CH2:25][C:26]3[CH:31]=[CH:30][CH:29]=[C:28]([C:32]([F:35])([F:34])[F:33])[CH:27]=3)[C:15](=[O:24])[O:16][CH2:17][C:18]3[CH:23]=[CH:22][CH:21]=[CH:20][CH:19]=3)[C:12](=[O:13])[N:7]2[C@H:6]([C:36]([NH:38][C:39]2[CH:44]=[CH:43][CH:42]=[CH:41][CH:40]=2)=[O:37])[CH2:5]1)[CH:2]=C.[OH2:46].CC#N.C(Cl)(Cl)(Cl)Cl.[OH2:55]>>[NH:38]([C:36]([C@H:6]1[N:7]2[C:12](=[O:13])[C:11]([N:14]([C:15]([O:16][CH2:17][C:18]3[CH:23]=[CH:22][CH:21]=[CH:20][CH:19]=3)=[O:24])[CH2:25][C:26]3[CH:31]=[CH:30][CH:29]=[C:28]([C:32]([F:34])([F:33])[F:35])[CH:27]=3)=[CH:10][N:9]=[C:8]2[C@@:4]([CH2:1][C:2]([OH:55])=[O:46])([CH3:45])[CH2:5]1)=[O:37])[C:39]1[CH:40]=[CH:41][CH:42]=[CH:43][CH:44]=1 |f:2.3.4|. Procedure details: To a solution of 117a (1.073 g, 1.740 mmol) in 15.4 mL CH3CN/CCl4/H2O (2:2:3), were added NaIO4 (1.56 g, 7.31 mmol) and a solution of RuCl3.H2O (18 mg, 0.087 mmol) in 2.25 mL of CH3CN/CCl4/H2O (2:2:3). The mixture was stirred vigorously for 16 h, then was poured into H2O and extracted with CH2Cl2 (2×). The combined organic phase was dried (Na2SO4), filtered, and concentrated in vacuo to afford 1.17 g of 117b as a brown foam, which was used in the following step without further purification. MS (...